Dataset: the Open Reaction Database (ORD), a public repository of structured organic reaction records. Task: describe an organic reaction: reactants, conditions, products, and yield The reactants are C(C)(C)(C)C=1N=C(C2=C(N1)N(N=N2)CC)N2CC(CC2)(F)F (5-tert-Butyl-7-(3,3-difluoro-pyrrolidin-1-yl)-3-ethyl-3H-[1,2,3]triazolo[4,5-d]pyrimidine), C(C)(C)(C)C=1N=C(C2=C(N1)NN=N2)N2CC(CC2)(F)F (5-tert-butyl-7-(3,3-difluoropyrrolidin-1-yl)-3H-[1,2,3]triazolo[4,5-d]pyrimidine), O1C[C@@H](CC1)O ((R)-tetrahydrofuran-3-ol). Product: C(C)(C)(C)C=1N=C(C2=C(N1)N(N=N2)[C@@H]2COCC2)N2CC(CC2)(F)F (5-tert-Butyl-7-(3,3-difluoro-pyrrolidin-1-yl)-3-(S)-tetrahydro-furan-3-yl-3H-[1,2,3]triazolo[4,5-d]pyrimidine). RXN SMILES: [C:1]([C:5]1[N:6]=[C:7]([N:16]2[CH2:20][CH2:19][C:18]([F:22])([F:21])[CH2:17]2)[C:8]2[N:13]=[N:12][N:11]([CH2:14][CH3:15])[C:9]=2[N:10]=1)([CH3:4])([CH3:3])[CH3:2].C(C1N=C(N2CCC(F)(F)C2)C2N=NNC=2N=1)(C)(C)C.[O:43]1CC[C@@H:45](O)[CH2:44]1>>[C:1]([C:5]1[N:6]=[C:7]([N:16]2[CH2:20][CH2:19][C:18]([F:21])([F:22])[CH2:17]2)[C:8]2[N:13]=[N:12][N:11]([C@H:14]3[CH2:45][CH2:44][O:43][CH2:15]3)[C:9]=2[N:10]=1)([CH3:2])([CH3:3])[CH3:4]. Procedure details: In analogy to the procedure described for the synthesis of 5-tert-butyl-7-(3,3-difluoropyrrolidin-1-yl)-3-ethyl-3H-[1,2,3]triazolo[4,5-d]pyrimidine (example 61), the title compound was prepared from 5-tert-butyl-7-(3,3-difluoropyrrolidin-1-yl)-3H-[1,2,3]triazolo[4,5-d]pyrimidine and (R)-tetrahydrofuran-3-ol and isolated as colorless gum. MS (m/e): 353.3 (MH+). The reactants are COCCl (Chloromethyl methyl ether), C(C)N(C(C)C)C(C)C (N-ethyldiisopropylamine), C=C(CO)CC (2-methylene-1-butanol). The solvent is C1CCOC1 (THF). Conditions: time 3 day. The product is COCOCC(=C)CC (2-methoxymethoxymethyl-1-butene). Yield: 99.4%. Reaction SMILES: [CH3:1][O:2][CH2:3]Cl.C(N(C(C)C)C(C)C)C.[CH2:14]=[C:15]([CH2:18][CH3:19])[CH2:16][OH:17]>C1COCC1>[CH3:1][O:2][CH2:3][O:17][CH2:16][C:15]([CH2:18][CH3:19])=[CH2:14]. Procedure: Chloromethyl methyl ether (103.4 ml, 1363 mmol) and N-ethyldiisopropylamine (247.2 ml, 1419 mmol) were added to a solution of 2-methylene-1-butanol (65.1 g, 757 mmol) prepared in Reference Example 205 in THF (750 ml) while cooling in an ice-bath, and the mixture was stirred at room temperature for 3 days. The reaction mixture was filtered, and the filtrate was concentrated under reduced pressure. The residue was dissolved in diethyl ether, and the mixture was washed with water and brine, dried o... Reactants: CCc1ccc(C(=O)O)cc1C, CS(C)=O. The product is CCc1ccc(C(=O)O)cc1O. As a reaction SMILES: [CH2:1]([CH3:2])[c:3]1[c:4]([CH3:12])[cH:5][c:6]([C:7](=[O:8])[OH:9])[cH:10][cH:11]1.[CH3:13][S:14](=[O:15])[CH3:16]>>[CH2:1]([CH3:2])[c:3]1[c:4]([OH:15])[cH:5][c:6]([C:7](=[O:8])[OH:9])[cH:10][cH:11]1. Starting materials: C(C)(C)N(CC)C(C)C (Diisopropylethylamine), C(C)(C)(C)OC(=O)NC1CCN(CC1)S(=O)(=O)C1=CC=C(C(=O)O)C=C1 (4-(4-tert-butoxycarbonylamino-piperidine-1-sulfonyl)-benzoic acid), C(CCl)Cl (EDC), C=1C=CC2=C(C1)N=NN2O (HOBT), N1CCCCC1 (piperidine). Solvent: C(Cl)Cl (DCM), C(Cl)Cl (DCM). Run at time 24 hour. Yields the product C(C)(C)(C)OC(NC1CCN(CC1)S(=O)(=O)C1=CC=C(C=C1)C(=O)N1CCCCC1)=O ({1-[4-(Piperidine-1-carbonyl)-benzenesulfonyl]-piperidin-4-yl}-carbamic acid tert-butyl ester). The yield is 72.4%. RXN SMILES: C(N(C(C)C)CC)(C)C.[C:10]([O:14][C:15]([NH:17][CH:18]1[CH2:23][CH2:22][N:21]([S:24]([C:27]2[CH:35]=[CH:34][C:30]([C:31]([OH:33])=O)=[CH:29][CH:28]=2)(=[O:26])=[O:25])[CH2:20][CH2:19]1)=[O:16])([CH3:13])([CH3:12])[CH3:11].C(Cl)CCl.[CH:40]1[CH:41]=[CH:42]C2N(O)N=[N:46][C:44]=2[CH:45]=1.N1CCCCC1>C(Cl)Cl>[C:10]([O:14][C:15](=[O:16])[NH:17][CH:18]1[CH2:19][CH2:20][N:21]([S:24]([C:27]2[CH:28]=[CH:29][C:30]([C:31]([N:46]3[CH2:42][CH2:41][CH2:40][CH2:45][CH2:44]3)=[O:33])=[CH:34][CH:35]=2)(=[O:25])=[O:26])[CH2:22][CH2:23]1)([CH3:12])([CH3:13])[CH3:11]. Procedure details: Diisopropylethylamine (0.36 ml, 2.1 mmol) was added in one portion to a stirred solution of 4-(4-tert-butoxycarbonylamino-piperidine-1-sulfonyl)-benzoic acid (0.2 g, 0.52 mmol), EDC (0.2 g, 1.04 mmol) and HOBT (0.16 g, 1.04 mmol) in DCM (5 ml) at room temperature. The mixture was stirred at room temperature for 10 minutes before piperidine (0.07 ml, 0.78 mmol) was added in one portion and stirring continued for 24 hours. After this time the mixture was diluted with DCM (50 ml), washed sequential...